Dataset: the Open Reaction Database (ORD), a public repository of structured organic reaction records. Task: describe an organic reaction: reactants, conditions, products, and yield Reactants: TEA, C1(=CC=CC=C1)P(C1=CC=CC=C1)C1=CC=CC=C1 (triphenylphosphine), CCOC(=O)/N=N/C(=O)OCC (DEAD), NC1=CC(=C(C(=O)N(C)CCO)C=C1Cl)O (4-Amino-5-chloro-2-hydroxy-N-(2-hydroxyethyl)-N-methylbenzamide). Solvent: ClCCl (dichloromethane). Conditions: temperature 0 celsius, time 1 hour. The product is NC1=CC2=C(C(N(CCO2)C)=O)C=C1Cl (8-Amino-7-chloro-4-methyl-3,4-dihydrobenzo[f][1,4]oxazepin-5(2H)-one). The yield is 6.5%. RXN SMILES: [NH2:1][C:2]1[C:14]([Cl:15])=[CH:13][C:5]([C:6]([N:8]([CH2:10][CH2:11]O)[CH3:9])=[O:7])=[C:4]([OH:16])[CH:3]=1.C1(P(C2C=CC=CC=2)C2C=CC=CC=2)C=CC=CC=1.CCOC(/N=N/C(OCC)=O)=O>ClCCl>[NH2:1][C:2]1[C:14]([Cl:15])=[CH:13][C:5]2[C:6](=[O:7])[N:8]([CH3:9])[CH2:10][CH2:11][O:16][C:4]=2[CH:3]=1. Procedure details: 4-Amino-5-chloro-2-hydroxy-N-(2-hydroxyethyl)-N-methylbenzamide (300 mg, 1.22 mmol) was stirred in dichloromethane at 0° C. under an atmosphere of nitrogen then TEA (247 mg, 2.4 mmol), triphenylphosphine (320 mg, 1.2 mmol) and DEAD (212 mg, 1.2 mmol) were added. The reaction was allowed to stir for 1 h at 0° C., after which time LCMS indicated the formation of a peak consistent with the target material. The volatiles were removed under reduced pressure and the resulting gum was dissolved in dich...